From a dataset of the Open Reaction Database (ORD), a public repository of structured organic reaction records. describe an organic reaction: reactants, conditions, products, and yield Reactants: CCO, CCOC(=O)c1c(C(Cl)Cl)nc2c(C(F)(F)F)cccc2c1O, [Na+], [OH-]. Product: O=C(O)c1c(C(Cl)Cl)nc2c(C(F)(F)F)cccc2c1O. Reaction SMILES: [CH3:26][CH2:27][OH:28].[Cl:1][CH:2]([c:3]1[n:4][c:5]2[c:6]([C:19]([F:20])([F:21])[F:22])[cH:7][cH:8][cH:9][c:10]2[c:11]([OH:18])[c:12]1[C:13](=[O:14])[O:15][CH2:16][CH3:17])[Cl:23].[Na+:25].[OH-:24]>>[Cl:1][CH:2]([c:3]1[n:4][c:5]2[c:6]([C:19]([F:20])([F:21])[F:22])[cH:7][cH:8][cH:9][c:10]2[c:11]([OH:18])[c:12]1[C:13](=[O:14])[OH:15])[Cl:23]. Reactants: [OH-].[Na+] (NaOH), C(C=C)C1(CCN(C(O1)=O)[C@@H]1CN(CCC1)C(=O)OC(C)(C)C)C1=CC=C(C=C1)F ((3S)-tert-butyl 3-(6-allyl-6-(4-fluorophenyl)-2-oxo-1,3-oxazinan-3-yl)piperidine-1-carboxylate), ( i ), OO (H2O2). The solvent is C1CCOC1 (THF). The product is FC1=CC=C(C=C1)C1(CCN(C(O1)=O)[C@@H]1CN(CCC1)C(=O)OC(C)(C)C)CCCO ((3S)-tert-butyl 3-(6-(4-fluorophenyl)-6-(3-hydroxypropyl)-2-oxo-1,3-oxazinan-3-yl)piperidine-1-carboxylate). Reaction SMILES: [CH2:1]([C:4]1([C:24]2[CH:29]=[CH:28][C:27]([F:30])=[CH:26][CH:25]=2)[O:9][C:8](=[O:10])[N:7]([C@H:11]2[CH2:16][CH2:15][CH2:14][N:13]([C:17]([O:19][C:20]([CH3:23])([CH3:22])[CH3:21])=[O:18])[CH2:12]2)[CH2:6][CH2:5]1)[CH:2]=[CH2:3].[OH:31]O.[OH-].[Na+]>C1COCC1>[F:30][C:27]1[CH:26]=[CH:25][C:24]([C:4]2([CH2:1][CH2:2][CH2:3][OH:31])[O:9][C:8](=[O:10])[N:7]([C@H:11]3[CH2:16][CH2:15][CH2:14][N:13]([C:17]([O:19][C:20]([CH3:23])([CH3:22])[CH3:21])=[O:18])[CH2:12]3)[CH2:6][CH2:5]2)=[CH:29][CH:28]=1 |f:2.3|. Procedure: The two diastereomers of (3S)-tert-butyl 3-(6-(4-fluorophenyl)-6-(3-hydroxypropyl)-2-oxo-1,3-oxazinan-3-yl)piperidine-1-carboxylate were prepared from (3S)-tert-butyl 3-(6-allyl-6-(4-fluorophenyl)-2-oxo-1,3-oxazinan-3-yl)piperidine-1-carboxylate by treatment with (i) BH3 in THF and (ii) H2O2 and NaOH. Starting materials: FC1=C(C#N)C(=CC=C1)F (2,6-difluorobenzonitrile), CN (methylamine). The solvent is O (water), C(C)O (ethanol). Run at temperature 80 celsius. Product: FC1=C(C#N)C(=CC=C1)NC (2-Fluoro-6-methylamino-benzonitrile). Isolated yield 99.6%. RXN SMILES: [F:1][C:2]1[CH:9]=[CH:8][CH:7]=[C:6](F)[C:3]=1[C:4]#[N:5].[CH3:11][NH2:12]>C(O)C.O>[F:1][C:2]1[CH:9]=[CH:8][CH:7]=[C:6]([NH:12][CH3:11])[C:3]=1[C:4]#[N:5]. Procedure details: To a stirred solution of 2,6-difluorobenzonitrile (3.5 g, 25.2 mmol) in ethanol (40 mL) was added 2 mL of methylamine (40 wt %, in H2O) and heated at 80° C. for 2 h. The mixture was then diluted with water and the resulting slurry extracted with dichloromethane (3×50 mL). The combined organic extracts were dried (Na2SO4), filtered and concentrated to give the title product as a white solid (3.77 g, 99.6% yield). 1HNMR (500 MHz, CDCl3) δ: 7.35–7.31 (1H, m), 6.41–6.38 (2H, m), 4.74 (1H, br s), 2.9... Starting materials: C(C)(C)N(C(CN1C2=C(N(C(C(C1=O)CC1=CC3=CC=CC=C3C=C1)=O)C1=CC=CC=C1)C=CC=C2)=O)C2=CC=C(C=C2)OC (N-Isopropyl-N-(4-methoxy-phenyl)-2-(3-naphthalen-2-ylmethyl-2,4-dioxo-5-phenyl-2,3,4,5-tetrahydro-benzo[b][1,4]diazepin-1-yl) acetamide), CI (methyl iodide), solution, C[Si](C)(C)[N-][Si](C)(C)C.[Na+] (NaN(TMS)2). Run in CN(C)C=O (DMF), C1CCOC1 (THF). Conditions: temperature 50 celsius, time 5 minute. The product is C(C)(C)N(C(CN1C2=C(N(C(C(C1=O)(CC1=CC3=CC=CC=C3C=C1)C)=O)C1=CC=CC=C1)C=CC=C2)=O)C2=CC=C(C=C2)OC (N-Isopropyl-N-(4-methoxy-phenyl)-2-(3-methyl-3-naphthalen-2-ylmethyl-2,4-dioxo-5-phenyl-2,3,4,5-tetrahydro-benzo[b][1,4]diazepin-1-yl) acetamide). Reaction SMILES: [CH:1]([N:4]([C:38]1[CH:43]=[CH:42][C:41]([O:44][CH3:45])=[CH:40][CH:39]=1)[C:5](=[O:37])[CH2:6][N:7]1[C:13](=[O:14])[CH:12]([CH2:15][C:16]2[CH:25]=[CH:24][C:23]3[C:18](=[CH:19][CH:20]=[CH:21][CH:22]=3)[CH:17]=2)[C:11](=[O:26])[N:10]([C:27]2[CH:32]=[CH:31][CH:30]=[CH:29][CH:28]=2)[C:9]2[CH:33]=[CH:34][CH:35]=[CH:36][C:8]1=2)([CH3:3])[CH3:2].[CH3:46][Si]([N-][Si](C)(C)C)(C)C.[Na+].CI>CN(C=O)C.C1COCC1>[CH:1]([N:4]([C:38]1[CH:43]=[CH:42][C:41]([O:44][CH3:45])=[CH:40][CH:39]=1)[C:5](=[O:37])[CH2:6][N:7]1[C:13](=[O:14])[C:12]([CH3:46])([CH2:15][C:16]2[CH:25]=[CH:24][C:23]3[C:18](=[CH:19][CH:20]=[CH:21][CH:22]=3)[CH:17]=2)[C:11](=[O:26])[N:10]([C:27]2[CH:32]=[CH:31][CH:30]=[CH:29][CH:28]=2)[C:9]2[CH:33]=[CH:34][CH:35]=[CH:36][C:8]1=2)([CH3:2])[CH3:3] |f:1.2|. Procedure details: To a stirring solution of 200 mg (0.34 mmol) of N-Isopropyl-N-(4-methoxy-phenyl)-2-(3-naphthalen-2-ylmethyl-2,4-dioxo-5-phenyl-2,3,4,5-tetrahydro-benzo[b][1,4]diazepin-1-yl) acetamide, prepared as in Example 36, in 5 mL of DMF at 0° C. is added 0.60 mL (0.60 mmol, 1.8 equiv) of a 1.0M solution of NaN(TMS)2 in THF. The resulting solution is stirred 5 min, and 37 μL (0.60 mmol, 1.8 equiv) of methyl iodide is added. The resulting solution is stirred 3 h at RT, warmed to 50° C. for 16 h, and then qu... The reactants are Cl, Cl, Cl, O=C(O)C1CC1(F)F, NC1CCC(CCN2CCN(c3nccc4c3OCC4)CC2)CC1. Yields the product O=C(NC1CCC(CCN2CCN(c3nccc4c3OCC4)CC2)CC1)C1CC1(F)F. As a reaction SMILES: [ClH:1].[ClH:2].[ClH:3].[F:28][C:29]1([F:35])[CH:30]([C:32](=[O:33])[OH:34])[CH2:31]1.[O:4]1[CH2:5][CH2:6][c:7]2[c:8]1[c:9]([N:13]1[CH2:14][CH2:15][N:16]([CH2:19][CH2:20][CH:21]3[CH2:22][CH2:23][CH:24]([NH2:27])[CH2:25][CH2:26]3)[CH2:17][CH2:18]1)[n:10][cH:11][cH:12]2>>[O:4]1[CH2:5][CH2:6][c:7]2[c:8]1[c:9]([N:13]1[CH2:14][CH2:15][N:16]([CH2:19][CH2:20][CH:21]3[CH2:22][CH2:23][CH:24]([NH:27][C:32]([CH:30]4[C:29]([F:28])([F:35])[CH2:31]4)=[O:33])[CH2:25][CH2:26]3)[CH2:17][CH2:18]1)[n:10][cH:11][cH:12]2. Product: OC1=CC=C(C=C1)C(C#CC)C1C(OC(OC1=O)(C)C)=O (5-[1-(4-Hydroxyphenyl)but-2-ynyl]-2,2-dimethyl-1,3-dioxane-4,6-dione). Run in C1CCOC1 (THF), C1CCOC1 (THF). Reported procedure: To a solution of 1-propynyl magnesium bromide in THF (0.5 N, 322 mL, 161.28 mmol) is added a solution of 5-(4-hydroxy-benzylidene)-2,2-dimethyl-[1,3]dioxane-4,6-dione (20 g, 80.64 mmol) in THF (200 mL) by cannula under a nitrogen atmosphere. Over the course of the addition, the reaction mixture changed to a thick, yellow suspension. After addition is compete, the reaction mixture is stirred for 15 minutes at 50° C., quenched with aqueous NH4Cl, and acidified to pH ˜2 with 2 N HCl. The mixture is... The reactants are C(#CC)[Mg]Br (1-propynyl magnesium bromide), OC1=CC=C(C=C2C(OC(OC2=O)(C)C)=O)C=C1 (5-(4-hydroxy-benzylidene)-2,2-dimethyl-[1,3]dioxane-4,6-dione). Reaction SMILES: [C:1]([Mg]Br)#[C:2][CH3:3].[OH:6][C:7]1[CH:23]=[CH:22][C:10]([CH:11]=[C:12]2[C:17](=[O:18])[O:16][C:15]([CH3:20])([CH3:19])[O:14][C:13]2=[O:21])=[CH:9][CH:8]=1>C1COCC1>[OH:6][C:7]1[CH:8]=[CH:9][C:10]([CH:11]([CH:12]2[C:13](=[O:21])[O:14][C:15]([CH3:20])([CH3:19])[O:16][C:17]2=[O:18])[C:1]#[C:2][CH3:3])=[CH:22][CH:23]=1. Reaction conditions: temperature 50 celsius, time 15 minute.